This data is from the Open Reaction Database (ORD), a public repository of structured organic reaction records. The task is: describe an organic reaction: reactants, conditions, products, and yield Starting materials: NC1=NC=CC(=N1)CO (2-Amino-4-hydroxymethylpyrimidine), [Si](C)(C)(C(C)(C)C)Cl (tert-butyldimethylsilyl chloride), N1C=NC=C1 (imidazole). The solvent is CN(C=O)C (N,N-dimethylformamide), C(C)(=O)OCC (ethyl acetate). Conditions: time 1 hour. Yields the product NC1=NC=CC(=N1)CO[Si](C)(C)C(C)(C)C (2-Amino-4-(tert-butyldimethylsilyloxymethyl)pyrimidine). Isolated yield 84.0%. RXN SMILES: [NH2:1][C:2]1[N:7]=[C:6]([CH2:8][OH:9])[CH:5]=[CH:4][N:3]=1.[Si:10](Cl)([C:13]([CH3:16])([CH3:15])[CH3:14])([CH3:12])[CH3:11].N1C=CN=C1>CN(C)C=O.C(OCC)(=O)C>[NH2:1][C:2]1[N:7]=[C:6]([CH2:8][O:9][Si:10]([C:13]([CH3:16])([CH3:15])[CH3:14])([CH3:12])[CH3:11])[CH:5]=[CH:4][N:3]=1. Procedure: 2-Amino-4-hydroxymethylpyrimidine (750 mg, 6.0 mmol, Reference Compound No. 4-1) and tert-butyldimethylsilyl chloride (990 mg, 6.6 mmol) were suspended in anhydrous N,N-dimethylformamide (8.0 mL), then imidazole (0.90 g, 13 mmol) was added thereto and the mixture was stirred for 1 hour at room temperature. The reaction mixture was diluted with ethyl acetate (50 mL), washed twice with saturated aqueous sodium hydrogencarbonate solution (50 mL), and then washed with brine (50 mL), and dried over a... The reactants are C=CCOC1OC(CO)C(OCc2ccccc2)C(O)(Cc2ccccc2)C1NC(C)=O, CCCCCCCC(=O)Cl, Cc1ccccc1, O. Yields the product C=CCOC1OC(COC(=O)CCCCCCC)C(OCc2ccccc2)C(O)(Cc2ccccc2)C1NC(C)=O. RXN SMILES: [C:1]([CH3:2])(=[O:3])[NH:4][CH:5]1[CH:6]([O:7][CH2:8][CH:9]=[CH2:10])[O:11][CH:12]([CH2:31][OH:32])[CH:13]([O:23][CH2:24][c:25]2[cH:26][cH:27][cH:28][cH:29][cH:30]2)[C:14]1([OH:15])[CH2:16][c:17]1[cH:18][cH:19][cH:20][cH:21][cH:22]1.[C:33]([CH2:34][CH2:35][CH2:36][CH2:37][CH2:38][CH2:39][CH3:40])(=[O:41])[Cl:42].[CH3:44][c:45]1[cH:46][cH:47][cH:48][cH:49][cH:50]1.[OH2:43]>>[C:1]([CH3:2])(=[O:3])[NH:4][CH:5]1[CH:6]([O:7][CH2:8][CH:9]=[CH2:10])[O:11][CH:12]([CH2:31][O:32][C:33]([CH2:34][CH2:35][CH2:36][CH2:37][CH2:38][CH2:39][CH3:40])=[O:41])[CH:13]([O:23][CH2:24][c:25]2[cH:26][cH:27][cH:28][cH:29][cH:30]2)[C:14]1([OH:15])[CH2:16][c:17]1[cH:18][cH:19][cH:20][cH:21][cH:22]1. Reactants: FC(COC1=C(C=CC=C1)N1CCNCC1)(F)F (1-[2-(2,2,2-trifluoroethoxy)pheny]piperazine), ClCCCN1C(NC(=CC1=O)C)=O (3-(3-chloropropyl)-6-methyl-2,4(1H,3H)-pyrimidinedione). Yields the product Cl.FC(COC1=C(C=CC=C1)N1CCN(CC1)CCCN1C(NC(=CC1=O)C)=O)(F)F (3-(3-{4-[2-(2,2,2-trifluoroethoxy)phenyl]piperazin-1-yl}propyl)-6-methyl-2,4(1H,3H)-pyrimidinedione hydrochloride). Reaction SMILES: [F:1][C:2]([F:18])([F:17])[CH2:3][O:4][C:5]1[CH:10]=[CH:9][CH:8]=[CH:7][C:6]=1[N:11]1[CH2:16][CH2:15][NH:14][CH2:13][CH2:12]1.[Cl:19][CH2:20][CH2:21][CH2:22][N:23]1[C:28](=[O:29])[CH:27]=[C:26]([CH3:30])[NH:25][C:24]1=[O:31]>>[ClH:19].[F:18][C:2]([F:1])([F:17])[CH2:3][O:4][C:5]1[CH:10]=[CH:9][CH:8]=[CH:7][C:6]=1[N:11]1[CH2:16][CH2:15][N:14]([CH2:20][CH2:21][CH2:22][N:23]2[C:28](=[O:29])[CH:27]=[C:26]([CH3:30])[NH:25][C:24]2=[O:31])[CH2:13][CH2:12]1 |f:2.3|. Reported procedure: substituting 1-[2-(2,2,2-trifluoroethoxy)pheny]piperazine and 3-(3-chloropropyl)-6-methyl-2,4(1H,3H)-pyrimidinedione gave 3-(3-{4-[2-(2,2,2-trifluoroethoxy)phenyl]piperazin-1-yl}propyl)-6-methyl-2,4(1H,3H)-pyrimidinedione hydrochloride, m.p. 218°-220° C.; Anal.: Calcd. for C20H25F3N4O3.(HCl)2 : C, 48.10; H, 5.44; N, 11.22%; Found: C, 47.85; H, 5.48; N, 11.08%; The reactants are [H-].[Al+3].[Li+].[H-].[H-].[H-] (lithium aluminum hydride), Cl.N[C@@H](CC(=O)OCC)C1=CC=CC=C1 (ethyl (S)-3-amino-3-phenyl-propionate hydrochloride), O (water), ice. Run in C1CCOC1 (THF). Run at time 1 hour. Yields the product N[C@@H](CCO)C1=CC=CC=C1 ((S)-3-amino-3-phenylpropanol). Yield: 80.1%. As a reaction SMILES: [H-].[Al+3].[Li+].[H-].[H-].[H-].Cl.[NH2:8][C@H:9]([C:16]1[CH:21]=[CH:20][CH:19]=[CH:18][CH:17]=1)[CH2:10][C:11](OCC)=[O:12].O>C1COCC1>[NH2:8][C@H:9]([C:16]1[CH:21]=[CH:20][CH:19]=[CH:18][CH:17]=1)[CH2:10][CH2:11][OH:12] |f:0.1.2.3.4.5,6.7|. Reported procedure: 1.45 g (38.1 mmol) of lithium aluminum hydride were added in portions with ice-cooling to a suspension of 3.5 g (15.2 mmol) of ethyl (S)-3-amino-3-phenyl-propionate hydrochloride in 150 ml of absolute THF and the mixture was stirred at room temperature for 1 hour. 5 ml of water were then cautiously added dropwise the ice-cooling. The precipitate was filtered off and the filtrate was concentrated in vacuo. The residue was taken up in DCM and the solution was extracted with water. The organic phas... Reactants: ClCCCCN1C(NC2=C1C=CC=C2)=O (1-(4-chlorobutyl)-1,3-dihydro-2H-benzimidazol-2-one), FC1=CC=C(C=C1)C(N1CCNCC1)C1=CC=C(C=C1)F (1-[bis(4-fluorophenyl)methyl]piperazine), C([O-])([O-])=O.[Na+].[Na+] (sodium carbonate), [I-].[K+] (potassium iodide). Solvent: O (water), CC(CC(C)=O)C (4-methyl-2-pentanone), O (water). Product: O.Cl.Cl.FC1=CC=C(C=C1)C(N1CCN(CC1)CCCCN1C(NC2=C1C=CC=C2)=O)C2=CC=C(C=C2)F (1-[4-{4-[bis(4-fluorophenyl)methyl]-1-piperazinyl}butyl]-1,3-dihydro-2H-benzimidazol-2-one dihydrochloride hydrate). As a reaction SMILES: [Cl:1][CH2:2][CH2:3][CH2:4][CH2:5][N:6]1[C:10]2[CH:11]=[CH:12][CH:13]=[CH:14][C:9]=2[NH:8][C:7]1=[O:15].[F:16][C:17]1[CH:22]=[CH:21][C:20]([CH:23]([C:30]2[CH:35]=[CH:34][C:33]([F:36])=[CH:32][CH:31]=2)[N:24]2[CH2:29][CH2:28][NH:27][CH2:26][CH2:25]2)=[CH:19][CH:18]=1.C(=O)([O-])[O-].[Na+].[Na+].[I-].[K+]>O.CC(C)CC(=O)C>[OH2:15].[ClH:1].[ClH:1].[F:36][C:33]1[CH:32]=[CH:31][C:30]([CH:23]([C:20]2[CH:21]=[CH:22][C:17]([F:16])=[CH:18][CH:19]=2)[N:24]2[CH2:25][CH2:26][N:27]([CH2:2][CH2:3][CH2:4][CH2:5][N:6]3[C:10]4[CH:11]=[CH:12][CH:13]=[CH:14][C:9]=4[NH:8][C:7]3=[O:15])[CH2:28][CH2:29]2)=[CH:35][CH:34]=1 |f:2.3.4,5.6,9.10.11.12|. Procedure details: A mixture of 4.94 parts of 1-(4-chlorobutyl)-1,3-dihydro-2H-benzimidazol-2-one; 5.76 parts of 1-[bis(4-fluorophenyl)methyl]piperazine, 5.3 parts of sodium carbonate, 0.2 parts of potassium iodide and 200 parts of 4-methyl-2-pentanone is stirred and refluxed for 20 hours with water-separator. The reaction mixture is cooled, water is added and the layers are separated. The organic phase is dried, filtered and evaporated. The residue is crystallized from ethanol. The product is filtered off and dri... The reactants are COC(Cl)Cl (α,α-dichloromethyl methyl ether), stannic chloride, ice water, O1CCC2=C1C=CC=C2 (2,3-dihydrobenzofuran). The solvent is C(Cl)Cl (methylene chloride), CCOCC (ether), C(Cl)Cl (CH2Cl2). Run at temperature 0 celsius, time 1 hour. Yields the product O1CCC2=C1C=CC(=C2)C=O (2,3-Dihydrobenzofuran-5-carboxaldehyde). The yield is 60.3%. Reaction SMILES: [CH3:1][O:2][CH:3](Cl)Cl.[O:6]1[C:10]2C=[CH:12][CH:13]=[CH:14][C:9]=2[CH2:8][CH2:7]1>C(Cl)Cl.CCOCC>[O:2]1[C:3]2[CH:7]=[CH:8][C:9]([CH:10]=[O:6])=[CH:14][C:13]=2[CH2:12][CH2:1]1. Reported procedure: To a stirred solution of α,α-dichloromethyl methyl ether (2.15 g, 19 mmol, 1.35 eq) in methylene chloride (30 mL) at -40° C. was added successively stannic chloride (1.65 g, 17 mmol, 1.2 eq) and 15 minutes later, a solution of 2,3-dihydrobenzofuran (1.68 g, 14 mmol) in CH2Cl2 (5 mL) maintaining the temperature at or below -35° C. The mixture was warmed to 0° C., stirred 1 hour, then poured into ice-water, and stirred a further 30 minutes. The mixture was diluted with ether, and the phases separa... Reactants: O=C([O-])O, CCCCCC, Cc1c(Cl)cc(C(=O)Cl)cc1Cl, Cl, CCC(C)(N)C(=O)CCl, [Na+], C1CCOC1, O. Yields the product CCC(C)(NC(=O)c1cc(Cl)c(C)c(Cl)c1)C(=O)CCl. Reaction SMILES: [C:1](=[O:2])([OH:3])[O-:4].[CH3:16][CH2:17][CH2:18][CH2:19][CH2:20][CH3:21].[Cl:22][c:23]1[cH:24][c:25]([C:26](=[O:27])[Cl:28])[cH:29][c:30]([Cl:33])[c:31]1[CH3:32].[ClH:6].[NH2:7][C:8]([C:9]([CH2:10][Cl:11])=[O:12])([CH2:13][CH3:14])[CH3:15].[Na+:5].[O:35]1[CH2:36][CH2:37][CH2:38][CH2:39]1.[OH2:34]>>[NH:7]([C:8]([C:9]([CH2:10][Cl:11])=[O:12])([CH2:13][CH3:14])[CH3:15])[C:26]([c:25]1[cH:24][c:23]([Cl:22])[c:31]([CH3:32])[c:30]([Cl:33])[cH:29]1)=[O:27].